describe an organic reaction: reactants, conditions, products, and yield From a dataset of the Open Reaction Database (ORD), a public repository of structured organic reaction records. Reactants: O1C(=CC=C1)C=1C2=C(N=C(N1)N)N=NN2 (7-(2-furyl)-1H-[1,2,3]triazolo[4,5-d]pyrimidine-5-amine), C(C1=CC=CC=C1)N=C=O (benzyl isocyanate). The reagents and catalysts are CN(C)C=1C=CN=CC1 (DMAP). Solvent: CCOC(=O)C (EtOAc), CN(C)C=O (DMF). The product is NC=1N=C(C2=C(N1)N(N=N2)C(=O)NCC2=CC=CC=C2)C=2OC=CC2 (5-Amino-N-benzyl-7-(2-furyl)-3H-[1,2,3]triazolo[4,5-d]pyrimidin-3-ylcarboxamide). The yield is 18.5%. RXN SMILES: [O:1]1[CH:5]=[CH:4][CH:3]=[C:2]1[C:6]1[C:7]2[NH:15][N:14]=[N:13][C:8]=2[N:9]=[C:10]([NH2:12])[N:11]=1.[CH2:16]([N:23]=[C:24]=[O:25])[C:17]1[CH:22]=[CH:21][CH:20]=[CH:19][CH:18]=1>CN(C=O)C.CN(C1C=CN=CC=1)C.CCOC(C)=O>[NH2:12][C:10]1[N:11]=[C:6]([C:2]2[O:1][CH:5]=[CH:4][CH:3]=2)[C:7]2[N:15]=[N:14][N:13]([C:24]([NH:23][CH2:16][C:17]3[CH:22]=[CH:21][CH:20]=[CH:19][CH:18]=3)=[O:25])[C:8]=2[N:9]=1. Reported procedure: A solution of 7-(2-furyl)-1H-[1,2,3]triazolo[4,5-d]pyrimidine-5-amine (202 mg, 1.0 mmol) in DMF (3 mL) was treated with benzyl isocyanate (123 μL, 1.0 mmol) and a catalytic amount of DMAP, stirred at room temperature overnight, diluted with EtOAc and filtered to give the title compound (62 mg, 19%) as a peach coloured solid.